Dataset: the Open Reaction Database (ORD), a public repository of structured organic reaction records. Task: describe an organic reaction: reactants, conditions, products, and yield Starting materials: [Al+3], C=CCN(CC=C)C(C#N)c1ccc(S(=O)(=O)CCC)cc1, C1CCOC1, [H-], [H-], [H-], [H-], [Li+], [Na+], [Na+], O, O, O, O, O, O, O, O, O, O, O=S(=O)(O)O, O=S(=O)([O-])[O-]. Product: C=CCN(CC=C)C(CN)c1ccc(S(=O)(=O)CCC)cc1. As a reaction SMILES: [Al+3:7].[CH2:12]([CH:13]=[CH2:14])[N:15]([CH2:16][CH:17]=[CH2:18])[CH:19]([C:20]#[N:21])[c:22]1[cH:23][cH:24][c:25]([S:28](=[O:29])(=[O:30])[CH2:31][CH2:32][CH3:33])[cH:26][cH:27]1.[CH2:51]1[O:52][CH2:53][CH2:54][CH2:55]1.[H-:10].[H-:11].[H-:6].[H-:9].[Li+:8].[Na+:49].[Na+:50].[OH2:34].[OH2:35].[OH2:36].[OH2:37].[OH2:38].[OH2:39].[OH2:40].[OH2:41].[OH2:42].[OH2:43].[S:1](=[O:2])(=[O:3])([OH:4])[OH:5].[S:44]([O-:45])([O-:46])(=[O:47])=[O:48]>>[CH2:12]([CH:13]=[CH2:14])[N:15]([CH2:16][CH:17]=[CH2:18])[CH:19]([CH2:20][NH2:21])[c:22]1[cH:23][cH:24][c:25]([S:28](=[O:29])(=[O:30])[CH2:31][CH2:32][CH3:33])[cH:26][cH:27]1. The reactants are COCCOC, CCO, Cn1ccc(I)cc1=O, [Na+], O=C([O-])O, CC(c1ccc(B2OC(C)(C)C(C)(C)O2)cc1)N1CCC(CCC(C)(C)O)(C(C)C)OC1=O, c1ccc(P(c2ccccc2)(c2ccccc2)[Pd](P(c2ccccc2)(c2ccccc2)c2ccccc2)(P(c2ccccc2)(c2ccccc2)c2ccccc2)P(c2ccccc2)(c2ccccc2)c2ccccc2)cc1. The product is CC(c1ccc(-c2ccn(C)c(=O)c2)cc1)N1CCC(CCC(C)(C)O)(C(C)C)OC1=O. Reaction SMILES: [CH3:48][O:49][CH2:50][CH2:51][O:52][CH3:53].[CH3:54][CH2:55][OH:56].[I:1][c:2]1[cH:3][c:4](=[O:9])[n:5]([CH3:8])[cH:6][cH:7]1.[Na+:47].[O-:43][C:44]([OH:45])=[O:46].[OH:10][C:11]([CH2:12][CH2:13][C:14]1([CH:38]([CH3:39])[CH3:40])[CH2:15][CH2:16][N:17]([CH:21]([CH3:22])[c:23]2[cH:24][cH:25][c:26]([B:29]3[O:30][C:31]([CH3:32])([CH3:33])[C:34]([CH3:35])([CH3:36])[O:37]3)[cH:27][cH:28]2)[C:18](=[O:20])[O:19]1)([CH3:41])[CH3:42].[cH:57]1[cH:58][cH:59][c:60]([P:61]([Pd:62]([P:63]([c:64]2[cH:65][cH:66][cH:67][cH:68][cH:69]2)([c:70]2[cH:71][cH:72][cH:73][cH:74][cH:75]2)[c:76]2[cH:77][cH:78][cH:79][cH:80][cH:81]2)([P:82]([c:83]2[cH:84][cH:85][cH:86][cH:87][cH:88]2)([c:89]2[cH:90][cH:91][cH:92][cH:93][cH:94]2)[c:95]2[cH:96][cH:97][cH:98][cH:99][cH:100]2)[P:101]([c:102]2[cH:103][cH:104][cH:105][cH:106][cH:107]2)([c:108]2[cH:109][cH:110][cH:111][cH:112][cH:113]2)[c:114]2[cH:115][cH:116][cH:117][cH:118][cH:119]2)([c:120]2[cH:121][cH:122][cH:123][cH:124][cH:125]2)[c:126]2[cH:127][cH:128][cH:129][cH:130][cH:131]2)[cH:132][cH:133]1>>[c:2]1(-[c:26]2[cH:25][cH:24][c:23]([CH:21]([N:17]3[CH2:16][CH2:15][C:14]([CH2:13][CH2:12][C:11]([OH:10])([CH3:41])[CH3:42])([CH:38]([CH3:39])[CH3:40])[O:19][C:18]3=[O:20])[CH3:22])[cH:28][cH:27]2)[cH:3][c:4](=[O:9])[n:5]([CH3:8])[cH:6][cH:7]1. Starting materials: CN(C)CCN1CCCc2cc([N+](=O)[O-])ccc21, ClCCl, O=C(Cl)Oc1ccccc1. As a reaction SMILES: [CH3:1][N:2]([CH2:3][CH2:4][N:5]1[CH2:6][CH2:7][CH2:8][c:9]2[cH:10][c:11]([N+:15](=[O:16])[O-:17])[cH:12][cH:13][c:14]21)[CH3:18].[Cl:29][CH2:30][Cl:31].[c:19]1([O:25][C:26](=[O:27])[Cl:28])[cH:20][cH:21][cH:22][cH:23][cH:24]1>>[CH3:1][N:2]([CH2:3][CH2:4][N:5]1[CH2:6][CH2:7][CH2:8][c:9]2[cH:10][c:11]([N+:15](=[O:16])[O-:17])[cH:12][cH:13][c:14]21)[C:26]([O:25][c:19]1[cH:20][cH:21][cH:22][cH:23][cH:24]1)=[O:27]. Product: CN(CCN1CCCc2cc([N+](=O)[O-])ccc21)C(=O)Oc1ccccc1. Reactants: COC=1C=C(C=CC1[N+](=O)[O-])N1CCC(CC1)N(C)C ([1-(3-Methoxy-4-nitro-phenyl)-piperidine-4-yl]dimethyl-amine), N1C[C@H](CC1)O ((S)-Pyrrolidin-3-ol). Yields the product COC=1C=C(C=CC1[N+](=O)[O-])N1CCC(CC1)N1C[C@H](CC1)O ((S)-1-[1-(3-Methoxy-4-nitro-phenyl)-piperidin-4-yl]-pyrrolidin-3-ol). RXN SMILES: [CH3:1][O:2][C:3]1[CH:4]=[C:5]([N:12]2[CH2:17][CH2:16][CH:15]([N:18]([CH3:20])[CH3:19])[CH2:14][CH2:13]2)[CH:6]=[CH:7][C:8]=1[N+:9]([O-:11])=[O:10].N1CC[C@H:23]([OH:26])[CH2:22]1>>[CH3:1][O:2][C:3]1[CH:4]=[C:5]([N:12]2[CH2:17][CH2:16][CH:15]([N:18]3[CH2:19][CH2:22][C@H:23]([OH:26])[CH2:20]3)[CH2:14][CH2:13]2)[CH:6]=[CH:7][C:8]=1[N+:9]([O-:11])=[O:10]. Reported procedure: (S)-1-[1-(3-Methoxy-4-nitro-phenyl)-piperidin-4-yl]-pyrrolidin-3-ol was prepared in an analogous fashion to [1-(3-Methoxy-4-nitro-phenyl)-piperidine-4-yl]dimethyl-amine of Example 475a replacing Dimethylamine with (S)-Pyrrolidin-3-ol. The crude material was purified via trituration with Et2O to yield a yellow solid, MP 137-139° C. (197 mg, 51%). LC/MS (E/I+) 322.14 (M+H). Starting materials: N([C@@H](CO)C(=O)O)C(=O)OCC1=CC=CC=C1 (Z-Ser-OH), N[C@@H](CC1=CC=C(C=C1)O)C(=O)OC (H-Tyr-OMe), ON1C(=O)CCC1=O (HOSu), CCN=C=NCCCN(C)C (WSC). Solvent: CN(C)C=O (DMF). Run at temperature 0 celsius, time 5 minute. The product is N([C@@H](CO)C(=O)N[C@@H](CC1=CC=C(C=C1)O)C(=O)OC)C(=O)OCC1=CC=CC=C1 (Z-Ser-Tyr-OMe). The yield is 92.4%. Reaction SMILES: [NH:1]([C:8]([O:10][CH2:11][C:12]1[CH:17]=[CH:16][CH:15]=[CH:14][CH:13]=1)=[O:9])[C@H:2]([C:5]([OH:7])=O)[CH2:3][OH:4].[NH2:18][C@H:19]([C:28]([O:30][CH3:31])=[O:29])[CH2:20][C:21]1[CH:26]=[CH:25][C:24]([OH:27])=[CH:23][CH:22]=1.ON1C(=O)CCC1=O.CCN=C=NCCCN(C)C>CN(C=O)C>[NH:1]([C:8]([O:10][CH2:11][C:12]1[CH:17]=[CH:16][CH:15]=[CH:14][CH:13]=1)=[O:9])[C@H:2]([C:5]([NH:18][C@H:19]([C:28]([O:30][CH3:31])=[O:29])[CH2:20][C:21]1[CH:22]=[CH:23][C:24]([OH:27])=[CH:25][CH:26]=1)=[O:7])[CH2:3][OH:4]. Procedure: Z-Ser-OH 23.9 g and 23.2 g of H-Tyr-OMe were dissolved in 50 mL of DMF, 12.7 g of HOSu and 20 mL of WSC were added to the solution, then the mixture was stirred at 0° C. for 5 minutes then at room temperature overnight. After confirmation with ninhydrin, the reaction mixture was concentrated under reduced pressure. Ethyl acetate 500 mL was added to the residue, and the mixture was washed twice with 200 mL of 1N hydrochloric acid, twice with 200 mL of saturated aqueous sodium bicarbonate, twice w... Reactants: C=1C=CC2=C(C1)N=NN2O (HOBt), CCN=C=NCCCN(C)C.Cl (EDCI hydrochloride), CN1C(N(C(C2=C1N(C=C2CC(=O)O)C)=O)C)=O ((1,3,7-Trimethyl-2,4-dioxo-2,3,4,7-tetrahydro-1H-pyrrolo[2,3-d]pyrimidin-5-yl)acetic acid), FC=1C=C(C=CC1C(F)(F)F)C=1N=C(SC1)N (4-[3-fluoro-4-(trifluoromethyl)phenyl]-1,3-thiazol-2-amine). The reagents and catalysts are CN(C)C=1C=CN=CC1 (DMAP). Solvent: ClCCCl (1,2-dichloroethane). Yields the product FC=1C=C(C=CC1C(F)(F)F)C=1N=C(SC1)NC(CC1=CN(C=2N(C(N(C(C21)=O)C)=O)C)C)=O (N-{4-[3-Fluoro-4-(trifluoromethyl)phenyl]-1,3-thiazol-2-yl}-2-(1,3,7-trimethyl-2,4-dioxo-2,3,4,7-tetrahydro-1H-pyrrolo[2,3-d]pyrimidin-5-yl)acetamide), product. As a reaction SMILES: [CH3:1][N:2]1[C:7]2[N:8]([CH3:15])[CH:9]=[C:10]([CH2:11][C:12]([OH:14])=O)[C:6]=2[C:5](=[O:16])[N:4]([CH3:17])[C:3]1=[O:18].[F:19][C:20]1[CH:21]=[C:22]([C:30]2[N:31]=[C:32]([NH2:35])[S:33][CH:34]=2)[CH:23]=[CH:24][C:25]=1[C:26]([F:29])([F:28])[F:27].CCN=C=NCCCN(C)C.Cl.C1C=CC2N(O)N=NC=2C=1>CN(C1C=CN=CC=1)C.ClCCCl>[F:19][C:20]1[CH:21]=[C:22]([C:30]2[N:31]=[C:32]([NH:35][C:12](=[O:14])[CH2:11][C:10]3[C:6]4[C:5](=[O:16])[N:4]([CH3:17])[C:3](=[O:18])[N:2]([CH3:1])[C:7]=4[N:8]([CH3:15])[CH:9]=3)[S:33][CH:34]=2)[CH:23]=[CH:24][C:25]=1[C:26]([F:29])([F:27])[F:28] |f:2.3|. Reported procedure: The title compound was prepared according to the general procedure (Method B) by coupling Intermediate 7 (80 mg, 0.318 mmol) with 4-[3-fluoro-4-(trifluoromethyl)phenyl]-1,3-thiazol-2-amine (84 mg, 0.318 mmol) in the presence of EDCI hydrochloride (74 mg, 0.381 mmol), HOBt (13 mg, 0.096 mmol) and DMAP (4 mg, 0.032 mmol) in 1,2-dichloroethane (4 mL) to give 52 mg of the product as an off white solid; 1H-NMR (δ ppm, DMSO-d6, 300 MHz) 3.21 (s, 3H), 3.73 (s, 3H), 3.80 (s, 3H), 3.95 (s, 2H), 6.35 (s, ...